Dataset: the Open Reaction Database (ORD), a public repository of structured organic reaction records. Task: describe an organic reaction: reactants, conditions, products, and yield The reactants are CC(=O)O, CCO, O, OO, CCOC(=O)c1sc2cc(CO)ccc2c1Sc1cccc(OC)c1. Yields the product CCOC(=O)c1sc2cc(CO)ccc2c1S(=O)c1cccc(OC)c1. Reaction SMILES: [CH3:29][C:30](=[O:31])[OH:32].[CH3:33][CH2:34][OH:35].[OH2:3].[OH:1][OH:2].[OH:4][CH2:5][c:6]1[cH:7][cH:8][c:9]2[c:10]([s:11][c:12]([C:23](=[O:24])[O:25][CH2:26][CH3:27])[c:13]2[S:14][c:15]2[cH:16][c:17]([O:21][CH3:22])[cH:18][cH:19][cH:20]2)[cH:28]1>>[O:1]=[S:14]([c:13]1[c:9]2[cH:8][cH:7][c:6]([CH2:5][OH:4])[cH:28][c:10]2[s:11][c:12]1[C:23](=[O:24])[O:25][CH2:26][CH3:27])[c:15]1[cH:16][c:17]([O:21][CH3:22])[cH:18][cH:19][cH:20]1. Starting materials: Cl.COC([C@@H](N)CC1=CC(=C(C=C1)Cl)Br)=O (3-bromo-4-chloro-L-phenylalanine methyl ester hydrochloride), N1=C2C(=NS1)C(=CC=C2)S(=O)(=O)NC2=C(C(=O)O)C=CC(=C2)Cl (2-(benzo[1,2,5]thiadiazole-4-sulfonylamino)-4-chloro-benzoic acid), methyl ester. Yields the product N1=C2C(=NS1)C(=CC=C2)S(=O)(=O)NC2=C(C(=O)N[C@H](C(=O)O)CC1=CC(=C(C=C1)Cl)Br)C=CC(=C2)Cl ((S)-2-[2-(Benzo[1,2,5]thiadiazole-4-sulfonylamino)-4-chloro-benzoylamino]-3-(3-bromo-4-chloro-phenyl)-propionic acid). Reaction SMILES: Cl.C[O:3][C:4](=[O:16])[C@H:5]([CH2:7][C:8]1[CH:13]=[CH:12][C:11]([Cl:14])=[C:10]([Br:15])[CH:9]=1)[NH2:6].[N:17]1[S:21][N:20]=[C:19]2[C:22]([S:26]([NH:29][C:30]3[CH:38]=[C:37]([Cl:39])[CH:36]=[CH:35][C:31]=3[C:32](O)=[O:33])(=[O:28])=[O:27])=[CH:23][CH:24]=[CH:25][C:18]=12>>[N:17]1[S:21][N:20]=[C:19]2[C:22]([S:26]([NH:29][C:30]3[CH:38]=[C:37]([Cl:39])[CH:36]=[CH:35][C:31]=3[C:32]([NH:6][C@@H:5]([CH2:7][C:8]3[CH:13]=[CH:12][C:11]([Cl:14])=[C:10]([Br:15])[CH:9]=3)[C:4]([OH:3])=[O:16])=[O:33])(=[O:28])=[O:27])=[CH:23][CH:24]=[CH:25][C:18]=12 |f:0.1|. Procedure: (S)-2-[2-(Benzo[1,2,5]thiadiazole-4-sulfonylamino)-4-chloro-benzoylamino]-3-(3-bromo-4-chloro-phenyl)-propionic acid was prepared from 3-bromo-4-chloro-L-phenylalanine methyl ester hydrochloride and 2-(benzo[1,2,5]thiadiazole-4-sulfonylamino)-4-chloro-benzoic acid as in EXAMPLE 1, Part C. Hydrolysis of the methyl ester as in EXAMPLE 2, Part E, provided the title compound. HPLC: RT=10.07 min. MS (ESI−): mass calcd. for C22H15BrCl2N4O5S2, 630.32; m/z found, 629/631 [M−H]−. 1H NMR (400 MHz, CDCl3):... Starting materials: N1=CC=CC=C1 (pyridine), ClC(=O)OCC1=C(C=CC=C1)[N+](=O)[O-] (o-nitrobenzyl chloroformate), NC(C)[C@@H]1C(N[C@@H]1CCOC(C)=O)=O (cis-3-(1-aminoethyl)-4-(2'-acetoxyethyl)-2-azetidinone). The solvent is C(Cl)Cl (CH2Cl2). Reaction conditions: temperature 0 celsius, time 20 minute. Product: [N+](=O)([O-])C1=C(COC(=O)NC(C)[C@@H]2C(N[C@H]2CCOC(C)=O)=O)C=CC=C1 (trans-3-(1-o-nitrobenzyloxycarbonylaminoethyl)-4-(2'-acetoxyethyl)-2-azetidinone). Yield: 63.0%. RXN SMILES: [NH2:1][CH:2]([C@H:4]1[C@@H:7]([CH2:8][CH2:9][O:10][C:11](=[O:13])[CH3:12])[NH:6][C:5]1=[O:14])[CH3:3].N1C=CC=CC=1.Cl[C:22]([O:24][CH2:25][C:26]1[CH:31]=[CH:30][CH:29]=[CH:28][C:27]=1[N+:32]([O-:34])=[O:33])=[O:23]>C(Cl)Cl>[N+:32]([C:27]1[CH:28]=[CH:29][CH:30]=[CH:31][C:26]=1[CH2:25][O:24][C:22]([NH:1][CH:2]([C@H:4]1[C@H:7]([CH2:8][CH2:9][O:10][C:11](=[O:13])[CH3:12])[NH:6][C:5]1=[O:14])[CH3:3])=[O:23])([O-:34])=[O:33]. Procedure details: Trans and cis-3-(1-aminoethyl)-4-(2'-acetoxyethyl)-2-azetidinone (0.6575 g, 0.00328 mole) is dissolved in 10 ml CH2Cl2, cooled to 0° C., and treated with 1.1 mole each of pyridine and o-nitrobenzyl chloroformate. The reaction mixture is stirred at 0° for 20 min, the ice bath is removed and stirring continued for another 30 min. The solution is diluted with CH2Cl2, washed with H2O, dried and evaporated in vacuo. Column chromatography ##STR207## of the residue gives 0.7790 g (0.00206 mole, 63% yie... Starting materials: [O-]Cl, [K+], [Na+], [OH-], O, Cc1ccc2c(S(=O)(=O)O)ccc(O)c2n1. Yields the product Cc1ccc2c(S(=O)(=O)O)cc(Cl)c(O)c2n1. Reaction SMILES: [Cl:19][O-:20].[K+:18].[Na+:21].[OH-:17].[OH2:22].[OH:1][c:2]1[cH:3][cH:4][c:5]([S:13](=[O:14])(=[O:15])[OH:16])[c:6]2[cH:7][cH:8][c:9]([CH3:12])[n:10][c:11]12>>[OH:1][c:2]1[c:3]([Cl:19])[cH:4][c:5]([S:13](=[O:14])(=[O:15])[OH:16])[c:6]2[cH:7][cH:8][c:9]([CH3:12])[n:10][c:11]12. Reactants: Compound II, CN(NC(NCC1=CC=NC=C1)=O)CC(=O)O (2-(1-methyl-2-(pyridin-4-ylmethylcarbamoyl)hydrazinyl)acetic acid), N[C@H](C(=O)N([C@H](C(OCC)OCC)C)CC=1C2=C(SC1)C=CC=C2)C ((S)-2-amino-N-(benzo[b]thiophen-3-ylmethyl)-N—((S)-1,1-diethoxypropan-2-yl)propanamide). The product is S1C2=C(C(=C1)CN(C([C@H](C)NC(CN(NC(=O)NCC1=CC=NC=C1)C)=O)=O)[C@H](C(OCC)OCC)C)C=CC=C2 (1-(2-((S)-1-((benzo[b]thiophen-3-ylmethyl)((S)-1,1-diethoxypropan-2-yl)amino)-1-oxopropan-2-ylamino)-2-oxoethyl)-1-methyl-4-(pyridin-4-ylmethyl)semicarbazide). Reaction SMILES: [CH3:1][N:2]([CH2:14][C:15]([OH:17])=O)[NH:3][C:4](=[O:13])[NH:5][CH2:6][C:7]1[CH:12]=[CH:11][N:10]=[CH:9][CH:8]=1.[NH2:18][C@@H:19]([CH3:42])[C:20]([N:22]([CH2:32][C:33]1[C:34]2[CH:41]=[CH:40][CH:39]=[CH:38][C:35]=2[S:36][CH:37]=1)[C@@H:23]([CH3:31])[CH:24]([O:28][CH2:29][CH3:30])[O:25][CH2:26][CH3:27])=[O:21]>>[S:36]1[CH:37]=[C:33]([CH2:32][N:22]([C@@H:23]([CH3:31])[CH:24]([O:28][CH2:29][CH3:30])[O:25][CH2:26][CH3:27])[C:20](=[O:21])[C@@H:19]([NH:18][C:15](=[O:17])[CH2:14][N:2]([CH3:1])[NH:3][C:4]([NH:5][CH2:6][C:7]2[CH:8]=[CH:9][N:10]=[CH:11][CH:12]=2)=[O:13])[CH3:42])[C:34]2[CH:41]=[CH:40][CH:39]=[CH:38][C:35]1=2. Procedure details: According to the procedure described in the synthesis method of Compound II-15, 2-(1-methyl-2-(pyridin-4-ylmethylcarbamoyl)hydrazinyl)acetic acid (Compound VI-6) 98 mg (0.41 mmol) was coupled with (S)-2-amino-N-(benzo[b]thiophen-3-ylmethyl)-N—((S)-1,1-diethoxypropan-2-yl)propanamide (Compound IV-12) 100 mg (0.27 mmol) to obtain the title compound.